From a dataset of the Open Reaction Database (ORD), a public repository of structured organic reaction records. describe an organic reaction: reactants, conditions, products, and yield The reactants are [N+](=O)([O-])C=1C=C(CN2C=CC3=CC(=CC=C23)C(=O)NS(=O)(=O)C2=C(C=CC=C2)C)C=CC1 (N-[1-(3-nitrobenzyl)indol-5-ylcarbonyl]-2-methylbenzene sulphonamide), [H][H] (hydrogen). Yields the product NC=1C=C(CN2C=CC3=CC(=CC=C23)C(=O)NS(=O)(=O)C2=C(C=CC=C2)C)C=CC1 (N-[1-(3-aminobenzyl)indol-5-ylcarbonyl]-2-methylbenzene sulphonamide). Reagents/catalysts: [Pd] (palladium on charcoal). The solvent is CO (methanol), C(C)(=O)OCC (ethyl acetate). Reaction SMILES: [N+:1]([C:4]1[CH:5]=[C:6]([CH:30]=[CH:31][CH:32]=1)[CH2:7][N:8]1[C:16]2[C:11](=[CH:12][C:13]([C:17]([NH:19][S:20]([C:23]3[CH:28]=[CH:27][CH:26]=[CH:25][C:24]=3[CH3:29])(=[O:22])=[O:21])=[O:18])=[CH:14][CH:15]=2)[CH:10]=[CH:9]1)([O-])=O.[H][H]>CO.C(OCC)(=O)C.[Pd]>[NH2:1][C:4]1[CH:5]=[C:6]([CH:30]=[CH:31][CH:32]=1)[CH2:7][N:8]1[C:16]2[C:11](=[CH:12][C:13]([C:17]([NH:19][S:20]([C:23]3[CH:28]=[CH:27][CH:26]=[CH:25][C:24]=3[CH3:29])(=[O:22])=[O:21])=[O:18])=[CH:14][CH:15]=2)[CH:10]=[CH:9]1. Procedure: The nitrobenzylindole (Example 3) (2.7 g) was dissolved in methanol (125 ml) and ethyl acetate (125 ml), and 10% palladium on charcoal (0.5 g) added. The reaction mixture was hydrogenated in a Parr bottle at 50 p.s.i. with shaking until hydrogen uptake was complete (approximately 1 hour). The catalyst was filtered off through Celite and the solvent removed in vacuo to give N-[1-(3-aminobenzyl)indol-5-ylcarbonyl]-2-methylbenzene sulphonamide as a foam. This crude product was used in the next step... The reactants are FC(S(=O)(=O)OC1=C(C=CC(=C1)F)[N+](=O)[O-])(F)F (5-fluoro-2-nitrophenyl trifluoromethanesulfonate), COC=1C=C2CCC(=CC2=CC1)[Sn](C)(C)C ((6-methoxy-3,4-dihydronaphthalen-2-yl)trimethyltin), FC=1C=CC(=C(C1)C=1CCC2=CC(=CC=C2C1)OC)[N+](=O)[O-] (3-(5-fluoro-2-nitrophenyl)-7-methoxy-1,2-dihydronaphthalene). Yields the product FC1=CC(=C(C=C1)N)C1CC2=CC=C(C=C2CC1)OC (4-Fluoro-2-(6-methoxy-1,2,3,4-tetrahydronaphthalen-2-yl)phenylamine). Yield: 79.7%. RXN SMILES: FC(F)(F)S(OC1C=C(F)C=CC=1[N+]([O-])=O)(=O)=O.COC1C=C2C(=CC=1)C=C([Sn](C)(C)C)CC2.[F:35][C:36]1[CH:37]=[CH:38][C:39]([N+:54]([O-])=O)=[C:40]([C:42]2[CH2:43][CH2:44][C:45]3[C:50]([CH:51]=2)=[CH:49][CH:48]=[C:47]([O:52][CH3:53])[CH:46]=3)[CH:41]=1>>[F:35][C:36]1[CH:37]=[CH:38][C:39]([NH2:54])=[C:40]([CH:42]2[CH2:43][CH2:44][C:45]3[C:50](=[CH:49][CH:48]=[C:47]([O:52][CH3:53])[CH:46]=3)[CH2:51]2)[CH:41]=1. Procedure details: Synthesized from 5-fluoro-2-nitrophenyl trifluoromethanesulfonate and (6-methoxy-3,4-dihydronaphthalen-2-yl)trimethyltin according to an analogous synthetic method to Preparation Example 77, 3-(5-fluoro-2-nitrophenyl)-7-methoxy-1,2-dihydronaphthalene (396 mg) was used according to an analogous synthetic method to Example 30 to provide the title compound (286 mg). Starting materials: C(C)(C)(C)OC(=O)N1CCC(CC1)(C=1C=NC=CC1)C#N (1-tert-butoxycarbonyl-4-cyano-4-(pyridin-3-yl)-piperidine), Cl (HCl), O1CCOCC1 (dioxane). The product is Cl.C(#N)C1(CCNCC1)C=1C=NC=CC1 (4-cyano-4-(pyridin-3-yl)-piperidine hydrochloride). RXN SMILES: C(OC([N:8]1[CH2:13][CH2:12][C:11]([C:20]#[N:21])([C:14]2[CH:15]=[N:16][CH:17]=[CH:18][CH:19]=2)[CH2:10][CH2:9]1)=O)(C)(C)C.[ClH:22].O1CCOCC1>>[ClH:22].[C:20]([C:11]1([C:14]2[CH:15]=[N:16][CH:17]=[CH:18][CH:19]=2)[CH2:12][CH2:13][NH:8][CH2:9][CH2:10]1)#[N:21] |f:3.4|. Procedure details: Prepare by the method of example 30.3 using 1-tert-butoxycarbonyl-4-cyano-4-(pyridin-3-yl)-piperidine (3 mmol) and HCl in dioxane (40 mmol, 4N). Concentrate the solvent in vacuo and dry under high vacuum to give the title compound.